Dataset: the Open Reaction Database (ORD), a public repository of structured organic reaction records. Task: describe an organic reaction: reactants, conditions, products, and yield Starting materials: C(CCCC#C)N(CC(=O)OC)CC(=O)OC (dimethyl 2,2′-(hex-5-ynylazanediyl)diacetate), [OH-].[K+] (KOH). The solvent is C1CCOC1 (THF). Reaction conditions: time 8 hour. The product is C(CCCC#C)N(CC(=O)O)CC(=O)O (2,2′-(hex-5-ynylazanediyl)diacetic acid). As a reaction SMILES: [CH2:1]([N:7]([CH2:13][C:14]([O:16]C)=[O:15])[CH2:8][C:9]([O:11]C)=[O:10])[CH2:2][CH2:3][CH2:4][C:5]#[CH:6].[OH-].[K+]>C1COCC1>[CH2:1]([N:7]([CH2:13][C:14]([OH:16])=[O:15])[CH2:8][C:9]([OH:11])=[O:10])[CH2:2][CH2:3][CH2:4][C:5]#[CH:6] |f:1.2|. Procedure: To the obtained approximately 1.4 g dimethyl 2,2′-(hex-5-ynylazanediyl)diacetate was added 20 mL THF and 20 mL of 2 M KOH. The mixture was stirred overnight and monitored by TLC. The organic layer was separated, and the aqueous layer was quenched by addition of 20 mL of 2 M HCl. The solvent (H2O) was removed by rotary evaporation, and the resulting solid was dissolved into acetonitrile (ACN). The insoluble KCl salt was filtered, and the filtrate was concentrated by rotary evaporation. The final ... Run in CN(C=O)C (dimethylformamide). Conditions: time 1 hour. RXN SMILES: [NH3:1].CO[C:4]([C:6]1[CH:7]=[C:8]2[C:12](=[CH:13][CH:14]=1)[NH:11][CH:10]=[C:9]2[CH2:15][CH2:16][CH2:17][CH2:18][N:19]1[CH2:24][CH2:23][C:22]2[C:25]3[CH:31]=[CH:30][CH:29]=[CH:28][C:26]=3[O:27][C:21]=2[CH2:20]1)=[O:5]>CN(C)C=O>[C:4]([C:6]1[CH:7]=[C:8]2[C:12](=[CH:13][CH:14]=1)[NH:11][CH:10]=[C:9]2[CH2:15][CH2:16][CH2:17][CH2:18][N:19]1[CH2:24][CH2:23][C:22]2[C:25]3[CH:31]=[CH:30][CH:29]=[CH:28][C:26]=3[O:27][C:21]=2[CH2:20]1)(=[O:5])[NH2:1]. The product is C(N)(=O)C=1C=C2C(=CNC2=CC1)CCCCN1CC2=C(CC1)C1=C(O2)C=CC=C1 (2-[4-(5-carbamoyl-3-indolyl)butyl]-1,2,3,4-tetrahydrobenzofuro[2,3-c]pyridine). Starting materials: N (ammonia), COC(=O)C=1C=C2C(=CNC2=CC1)CCCCN1CC2=C(CC1)C1=C(O2)C=CC=C1 (2-[4-(5-methoxycarbonyl-3-indolyl)butyl]-1,2,3,4-tetrahydrobenzofuro[2,3-c]pyridine). Reported procedure: 0.02 mol of concentrated ammonia (D=0.9) is added dropwise to a solution of 4.02 g of 2-[4-(5-methoxycarbonyl-3-indolyl)butyl]-1,2,3,4-tetrahydrobenzofuro[2,3-c]pyridine in 30 ml of dimethylformamide at 20°. The mixture is stirred at 20° for 1 hour, the usual working up is carried out and 2-[4-(5-carbamoyl-3-indolyl)butyl]-1,2,3,4-tetrahydrobenzofuro[2,3-c]pyridine is obtained. The reactants are [Na], C1CCOC1, Sc1nc2ccccc2s1, C=C(C)C(C(=O)OCc1ccc(OC)cc1)N1C(=O)C(NC(=O)Cc2ccccc2)C1SSc1nc2ccccc2s1, N#CS(=O)(=O)c1ccccc1. Yields the product C=C(C)C(C(=O)OCc1ccc(OC)cc1)N1C(=O)C(NC(=O)Cc2ccccc2)C1SS(=O)(=O)c1ccccc1. As a reaction SMILES: [Na:54].[O:65]1[CH2:66][CH2:67][CH2:68][CH2:69]1.[SH:55][c:56]1[s:57][c:58]2[cH:59][cH:60][cH:61][cH:62][c:63]2[n:64]1.[c:1]1([CH2:7][C:8](=[O:9])[NH:10][CH:11]2[C:12](=[O:42])[N:13]([CH:26]([C:27](=[O:28])[O:29][CH2:30][c:31]3[cH:32][cH:33][c:34]([O:37][CH3:38])[cH:35][cH:36]3)[C:39](=[CH2:40])[CH3:41])[CH:14]2[S:15][S:16][c:17]2[s:18][c:19]3[cH:20][cH:21][cH:22][cH:23][c:24]3[n:25]2)[cH:2][cH:3][cH:4][cH:5][cH:6]1.[c:43]1([S:49](=[O:50])(=[O:51])[C:52]#[N:53])[cH:44][cH:45][cH:46][cH:47][cH:48]1>>[c:1]1([CH2:7][C:8](=[O:9])[NH:10][CH:11]2[C:12](=[O:42])[N:13]([CH:26]([C:27](=[O:28])[O:29][CH2:30][c:31]3[cH:32][cH:33][c:34]([O:37][CH3:38])[cH:35][cH:36]3)[C:39](=[CH2:40])[CH3:41])[CH:14]2[S:15][S:49]([c:43]2[cH:44][cH:45][cH:46][cH:47][cH:48]2)(=[O:50])=[O:51])[cH:2][cH:3][cH:4][cH:5][cH:6]1. The reactants are Cl (HCl), O (H2O), [OH-].[Na+] (NaOH), C(C)(C)(C)OC(=O)C1=CC(=C(C=C1)C(=O)OC)OC (4-(t-Butyloxycarbonyl)-1 -methoxycarbonyl-2-methoxybenzene). Run in C1CCOC1 (THF). Conditions: time 24 hour. The product is C(C)(C)(C)OC(=O)C1=CC(=C(C=C1)C(=O)O)OC (4-(t-butyloxycarbonyl)-2-methoxybenzene 1-carboxylic acid). Yield: 86.0%. Reaction SMILES: [C:1]([O:5][C:6]([C:8]1[CH:13]=[CH:12][C:11]([C:14]([O:16]C)=[O:15])=[C:10]([O:18][CH3:19])[CH:9]=1)=[O:7])([CH3:4])([CH3:3])[CH3:2].O.[OH-].[Na+].Cl>C1COCC1>[C:1]([O:5][C:6]([C:8]1[CH:13]=[CH:12][C:11]([C:14]([OH:16])=[O:15])=[C:10]([O:18][CH3:19])[CH:9]=1)=[O:7])([CH3:4])([CH3:3])[CH3:2] |f:2.3|. Reported procedure: 4-(t-Butyloxycarbonyl)-1 -methoxycarbonyl-2-methoxybenzene (770 mg, 2.9 mmol) from Step 3 was dissolved in 1:1 THF:H2O (10 mL) and to the solution was added 1N NaOH (4 mL, 4 mmol). After being stirred at ambient temperature for 24 h, the solution was acidified to pH 2 with 1N HCl and the solvents were removed under reduced pressure. The residue was dissolved in CHCl3 and washed with water. The CHCl3 layer was dried (MgSO4), filtered, and evaporated under reduced pressure to give 4-(t-butyloxycar... Starting materials: c1ccc2c3c([nH]c2c1)CNCC3, CCOC(C)=O, O=Cc1ccc(F)cc1, CN(C)C=O, O. The product is O=Cc1ccc(N2CCc3c([nH]c4ccccc34)C2)cc1. As a reaction SMILES: [CH2:1]1[NH:2][CH2:3][CH2:4][c:5]2[c:6]1[nH:7][c:8]1[cH:9][cH:10][cH:11][cH:12][c:13]21.[CH3:29][CH2:30][O:31][C:32]([CH3:33])=[O:34].[F:14][c:15]1[cH:16][cH:17][c:18]([CH:19]=[O:20])[cH:21][cH:22]1.[O:23]=[CH:24][N:25]([CH3:26])[CH3:27].[OH2:28]>>[CH2:1]1[N:2]([c:15]2[cH:16][cH:17][c:18]([CH:19]=[O:20])[cH:21][cH:22]2)[CH2:3][CH2:4][c:5]2[c:6]1[nH:7][c:8]1[cH:9][cH:10][cH:11][cH:12][c:13]21. Product: FC(C(=O)O)(F)F.C(C1=CC=CC=C1)OC(NCC1OC2=C(O1)C=CC(=C2)CC(C)NCC)=O ([5-(2-ethylamino-propyl)-benzo[1,3]dioxol-2-ylmethyl]-carbamic Acid Benzyl Ester Compound With Trifluoroacetic Acid). Conditions: time 30 minute. Reactants: C(C)(C)(C)OC(N(CC)C(CC1=CC2=C(OC(O2)CNC(=O)OCC2=CC=CC=C2)C=C1)C)=O ([2-[2-(benzyloxycarbonylamino-methyl)-benzo[1,3]dioxol-5-yl]-1-methyl-ethyl}-ethyl-carbamic Acid Tert-butyl Ester), FC(C(=O)O)(F)F (trifluoroacetic acid). Procedure details: To a solution of 1.58 g (3.3 mmol) of 2G in 10 mL of dichloromethane (distilled over CaH2) was added trifluoroacetic acid at room temperature, and the mixture was allowed to stir at room temperature for 30 minutes. The resulting reaction mixture was concentrated under reduced pressure to dryness and purified by silica gel column chromatography to give 1.6 g (3.3 mmol, 98%) of 2H as a colorless gum (M+H, 371). As a reaction SMILES: C(OC(=O)[N:7]([CH:10]([CH3:33])[CH2:11][C:12]1[CH:32]=[CH:31][C:15]2[O:16][CH:17]([CH2:19][NH:20][C:21]([O:23][CH2:24][C:25]3[CH:30]=[CH:29][CH:28]=[CH:27][CH:26]=3)=[O:22])[O:18][C:14]=2[CH:13]=1)[CH2:8][CH3:9])(C)(C)C.[F:35][C:36]([F:41])([F:40])[C:37]([OH:39])=[O:38]>ClCCl>[F:35][C:36]([F:41])([F:40])[C:37]([OH:39])=[O:38].[CH2:24]([O:23][C:21](=[O:22])[NH:20][CH2:19][CH:17]1[O:16][C:15]2[CH:31]=[CH:32][C:12]([CH2:11][CH:10]([NH:7][CH2:8][CH3:9])[CH3:33])=[CH:13][C:14]=2[O:18]1)[C:25]1[CH:26]=[CH:27][CH:28]=[CH:29][CH:30]=1 |f:3.4|. Solvent: ClCCl (dichloromethane). The reactants are CC(C)(C)c1ccccc1Oc1ncccc1N=C=O, CCN(C(C)C)C(C)C, [Cl-], O=C(Cl)OCc1ccccc1, ClCCl, [NH4+]. Yields the product CC(C)(C)c1ccccc1Oc1ncccc1NC(=O)OCc1ccccc1. As a reaction SMILES: [C:1]([CH3:2])([CH3:3])([CH3:4])[c:5]1[c:6]([O:7][c:8]2[n:9][cH:10][cH:11][cH:12][c:13]2[N:14]=[C:15]=[O:16])[cH:17][cH:18][cH:19][cH:20]1.[CH:32]([N:33]([CH2:34][CH3:35])[CH:36]([CH3:37])[CH3:38])([CH3:39])[CH3:40].[Cl-:41].[Cl:21][C:22](=[O:23])[O:24][CH2:25][c:26]1[cH:27][cH:28][cH:29][cH:30][cH:31]1.[Cl:43][CH2:44][Cl:45].[NH4+:42]>>[C:1]([CH3:2])([CH3:3])([CH3:4])[c:5]1[c:6]([O:7][c:8]2[n:9][cH:10][cH:11][cH:12][c:13]2[NH:14][C:22](=[O:23])[O:24][CH2:25][c:26]2[cH:27][cH:28][cH:29][cH:30][cH:31]2)[cH:17][cH:18][cH:19][cH:20]1. Starting materials: C1(=CC=CC=C1)OC(=O)N1C=2C=C(C=CC2C=2C(CCCC2C1C#C\C=C/C#C[Si](C)(C)C)O[Si](C)(C)C(C)(C)C)OC(C(C)(C)C)=O (N-[(Phenyloxy)carbonyl]-10-[(tert-butyldimethylsilyl)oxy]-3-(trimethylacetoxy)-6-[6-trimethylsilyl-3(Z) -hexene-1,5-diynyl]-5,6,7,8,9,10-hexahydrophenanthridine), C1=CC(=CC(=C1)Cl)C(=O)OO (mCPBA). Solvent: C(Cl)Cl (CH2Cl2), C(Cl)Cl (CH2Cl2). Reaction conditions: temperature 25 celsius, time 1 hour. The product is C1(=CC=CC=C1)OC(=O)N1C=2C=C(C=CC2C23C(CCCC2(C1C#C\C=C/C#C[Si](C)(C)C)O3)O[Si](C)(C)C(C)(C)C)OC(C(C)(C)C)=O (N-[(Phenyloxy)carbonyl]-10-[(tert-butyldimethylsilyl)oxy]-6a,10a-epoxy-3-(trimethylacetoxy)-6-[6-trimehtylsilyl-3(Z)-hexene-1,5-diynyl]-5,6,6a,7,8,9,10,10a-octahydrophenanthridine). Isolated yield 71.4%. As a reaction SMILES: [C:1]1([O:7][C:8]([N:10]2[CH:23]([C:24]#[C:25]/[CH:26]=[CH:27]\[C:28]#[C:29][Si:30]([CH3:33])([CH3:32])[CH3:31])[C:22]3[CH2:21][CH2:20][CH2:19][CH:18]([O:34][Si:35]([C:38]([CH3:41])([CH3:40])[CH3:39])([CH3:37])[CH3:36])[C:17]=3[C:16]3[CH:15]=[CH:14][C:13]([O:42][C:43](=[O:48])[C:44]([CH3:47])([CH3:46])[CH3:45])=[CH:12][C:11]2=3)=[O:9])[CH:6]=[CH:5][CH:4]=[CH:3][CH:2]=1.C1C=C(Cl)C=C(C(OO)=[O:57])C=1>C(Cl)Cl>[C:1]1([O:7][C:8]([N:10]2[CH:23]([C:24]#[C:25]/[CH:26]=[CH:27]\[C:28]#[C:29][Si:30]([CH3:31])([CH3:33])[CH3:32])[C:22]34[O:57][C:17]3([CH:18]([O:34][Si:35]([C:38]([CH3:41])([CH3:39])[CH3:40])([CH3:36])[CH3:37])[CH2:19][CH2:20][CH2:21]4)[C:16]3[CH:15]=[CH:14][C:13]([O:42][C:43](=[O:48])[C:44]([CH3:47])([CH3:46])[CH3:45])=[CH:12][C:11]2=3)=[O:9])[CH:6]=[CH:5][CH:4]=[CH:3][CH:2]=1. Procedure: To a solution of Compound 209 (mixture of diastereomers, 13.0 g, 19.06 mmol) in CH2Cl2 (100 mL) cooled at zero degrees C was added mCPBA (50 percent, 7.9 g, 22.98 mmol) followed by stirring at 25° C. for one hour. The reaction mixture was diluted with CH2Cl2 (500 mL), washed with saturated aqueous NaHCO3, dried over anhydrous Na2SO4, and concentrated in vacuo. The residue was purified by flash column chromatography (silica gel, 10 percent ethyl ether in petroleum ether) to afford Compound 210 (9... Reported procedure: Compound 49.4 (190 mg, 100% yield) was synthesized from compound 49.3 (247 mg, 0.36 mmol) using the same procedure described for the preparation of compound 35.17. As a reaction SMILES: [C:1]1([S:7]([CH:9]([P:44]([OH:47])([OH:46])=[O:45])[CH2:10][CH:11]2[O:15][CH:14]([N:16]3[CH:24]=[N:23][C:22]4[C:17]3=[N:18][CH:19]=[N:20][C:21]=4[NH:25]C(=O)C3C=CC=CC=3)[CH:13]([O:34]C(=O)C3C=CC=CC=3)[CH:12]2[F:43])=[O:8])[CH:6]=[CH:5][CH:4]=[CH:3][CH:2]=1.NC1NC(=O)C2N=CN([C@@H]3O[C@H](CC(P(=O)(O)O)SC4C=CC=CC=4)[C@@H](F)[C@H]3O)C=2N=1>>[NH2:25][C:21]1[N:20]=[CH:19][N:18]=[C:17]2[C:22]=1[N:23]=[CH:24][N:16]2[CH:14]1[O:15][CH:11]([CH2:10][CH:9]([P:44](=[O:45])([OH:46])[OH:47])[S:7]([C:1]2[CH:2]=[CH:3][CH:4]=[CH:5][CH:6]=2)=[O:8])[CH:12]([F:43])[CH:13]1[OH:34]. Yields the product NC1=C2N=CN(C2=NC=N1)C1C(C(C(O1)CC(S(=O)C1=CC=CC=C1)P(O)(O)=O)F)O ({2-[5-(6-Amino-purin-9-yl)-3-fluoro-4-hydroxy-tetrahydro-furan-2-yl]-1-benzenesulfinyl-ethyl}-phosphonic acid). Isolated yield 112.0%. Starting materials: C1(=CC=CC=C1)S(=O)C(CC1C(C(C(O1)N1C2=NC=NC(=C2N=C1)NC(C1=CC=CC=C1)=O)OC(C1=CC=CC=C1)=O)F)P(=O)(O)O (Benzoic acid 5-(2-benzenesulfinyl-2-phosphono-ethyl)-2-(6-benzoylamino-purin-9-yl)-4-fluoro-tetrahydro-furan-3-yl ester), NC=1NC(C=2N=CN(C2N1)[C@H]1[C@@H]([C@@H]([C@H](O1)CC(SC1=CC=CC=C1)P(O)(O)=O)F)O)=O (2-((2R,3S,4S,5R)-5-(2-amino-6-oxo-1,6-dihydropurin-9-yl)-3-fluoro-4-hydroxy-tetrahydrofuran-2-yl)-1-(phenylthio)ethylphosphonic acid). RXN SMILES: [NH2:1][C:2]1[CH:3]=[C:4]([CH:7]=[CH:8][CH:9]=1)[CH2:5][OH:6].[F:10][C:11]([F:17])([F:16])[CH2:12][N:13]=[C:14]=[S:15]>CC(C)=O>[OH:6][CH2:5][C:4]1[CH:3]=[C:2]([NH:1][C:14]([NH:13][CH2:12][C:11]([F:17])([F:16])[F:10])=[S:15])[CH:9]=[CH:8][CH:7]=1. Yields the product OCC=1C=C(C=CC1)NC(=S)NCC(F)(F)F (1-(3-hydroxymethylphenyl)-3-(2,2,2-trifluoroethyl)thiourea). Procedure details: m-Aminobenzyl alcohol (0.123 g.) and 2,2,2-trifluoroethylisothiocyanate (0.141 g.) were heated under reflux in acetone (5 ml.) for 2 hours. Volatile material was evaporated in vacuo and the crude residue was fractionated on a silica gel column (20 cm.×1 cm. diameter) eluted with ethyl acetate to give 1-(3-hydroxymethylphenyl)-3-(2,2,2-trifluoroethyl)thiourea. The n.m.r. spectrum in CDCl3 using tetramethylsilane as internal standard (δ=0) had the following resonances (δ): 7.2 (4H, multiplet); 4.6... The reactants are NC=1C=C(CO)C=CC1 (m-Aminobenzyl alcohol), FC(CN=C=S)(F)F (2,2,2-trifluoroethylisothiocyanate). Solvent: CC(=O)C (acetone).